From a dataset of the Open Reaction Database (ORD), a public repository of structured organic reaction records. describe an organic reaction: reactants, conditions, products, and yield Starting materials: layer, C(=O)=O (dry ice), product, solution, [OH-].[Na+] (sodium hydroxide), solution, [OH-].[Na+] (sodium hydroxide), C(C)(C)O (isopropyl alcohol), C(Cl)C1CO1 (epichlorohydrin). Solvent: O (water), O (water), O (water), O (water). Reaction conditions: temperature 55 celsius, time 30 minute. Product: C(C1CO1)OCC1CO1 (Glycidyl Ether). RXN SMILES: [CH:1]([OH:4])([CH3:3])[CH3:2].[CH2:5]([CH:7]1[O:9][CH2:8]1)Cl.[OH-].[Na+].C(=O)=[O:13]>O>[CH2:2]([O:13][CH2:5][CH:7]1[O:9][CH2:8]1)[CH:1]1[O:4][CH2:3]1 |f:2.3|. Reported procedure: A one liter flask was charged with: 75 g (grams) of the flaked reaction product of Example 6; 200 g of isopropyl alcohol; and 52.5 g of water to form a reaction mixture. The reaction mixture was heated to 55° C. After 10 minutes there was add 388.5 g of epichlorohydrin. The reaction mixture was reheated to 55° C. and then 30 g of a 20% solution of sodium hydroxide in water was added while maintaining a temperature of 55° C. The 55° C. temperature was held for another 30 minutes. Then there was a...